This data is from the Open Reaction Database (ORD), a public repository of structured organic reaction records. The task is: describe an organic reaction: reactants, conditions, products, and yield The reactants are ClC=1C(=CC(=C(C1)C1=C(C=CC=C1)C(F)(F)F)C)N (5-Chloro-2-methyl-2′-trifluoromethyl-biphenyl-4-ylamine), C(C)(=O)OC(C)=O (Acetic anhydride), C(C)(=O)OC(C)=O (acetic anhydride), [N+](=O)(O)[O-] (nitric acid). Run in CC(=O)O (AcOH). Run at time 1 hour. Yields the product ClC=1C(=C(C(=C(C1)C1=C(C=CC=C1)C(F)(F)F)C)[N+](=O)[O-])NC(C)=O (N-(5-Chloro-2-methyl-3-nitro-2′-trifluoromethyl-biphenyl-4-yl)-acetamide). Isolated yield 60.0%. RXN SMILES: [Cl:1][C:2]1[C:3]([NH2:19])=[CH:4][C:5]([CH3:18])=[C:6]([C:8]2[CH:13]=[CH:12][CH:11]=[CH:10][C:9]=2[C:14]([F:17])([F:16])[F:15])[CH:7]=1.[C:20]([O:23]C(=O)C)(=O)[CH3:21].[N+:27]([O-])([OH:29])=[O:28]>CC(O)=O>[Cl:1][C:2]1[C:3]([NH:19][C:20](=[O:23])[CH3:21])=[C:4]([N+:27]([O-:29])=[O:28])[C:5]([CH3:18])=[C:6]([C:8]2[CH:13]=[CH:12][CH:11]=[CH:10][C:9]=2[C:14]([F:16])([F:17])[F:15])[CH:7]=1. Reported procedure: 5-Chloro-2-methyl-2′-trifluoromethyl-biphenyl-4-ylamine (384 mg, 1.34 mmol, as prepared in the previous step) was placed in a 50 mL round-bottom flask equipped with a magnetic stir bar. Acetic anhydride (1.5 mL) was added. The mixture was stirred at rt for 1 h and then cooled to 0° C. To a 4 mL vial cooled at 0° C. was added AcOH (0.27 mL), acetic anhydride (0.31 mL), and nitric acid (0.45 mL). The nitrating mixture was added dropwise via pipette to the above-prepared solution, maintaining the t... Reactants: C([O-])(O)=O.[Na+] (sodium bicarbonate), C(C1=CC=CC=C1)ON1C2CCC(N(C1=O)C2)C(=O)O ((2SR,5RS)-6-(benzyloxy)-7-oxo-1,6-diazabicyclo[3.2.1]octane-2-carboxylic acid), CN(N)C(=O)OC(C)(C)C (tert-butyl 1-methylhydrazinecarboxylate), [I-].ClC1=[N+](C=CC=C1)C (2-chloro-1-methylpyridin-1-ium iodide). Solvent: O1CCCC1 (tetrahydrofuran), C(C)N(CC)CC (triethylamine). Reaction conditions: time 8 hour. Product: C(C1=CC=CC=C1)ON1C2CCC(N(C1=O)C2)C(=O)NN(C(=O)OC(C)(C)C)C (tert-Butyl 2-{[(2SR,5RS)-6-benzyloxy-7-oxo-1,6-diazabicyclo[3.2.1]oct-2-yl]carbonyl}-1-methylhydrazinecarboxylate). Isolated yield 78.1%. Reaction SMILES: [CH2:1]([O:8][N:9]1[C:15](=[O:16])[N:14]2[CH2:17][CH:10]1[CH2:11][CH2:12][CH:13]2[C:18]([OH:20])=O)[C:2]1[CH:7]=[CH:6][CH:5]=[CH:4][CH:3]=1.[CH3:21][N:22]([C:24]([O:26][C:27]([CH3:30])([CH3:29])[CH3:28])=[O:25])[NH2:23].[I-].ClC1C=CC=C[N+]=1C.C(=O)(O)[O-].[Na+]>O1CCCC1.C(N(CC)CC)C>[CH2:1]([O:8][N:9]1[C:15](=[O:16])[N:14]2[CH2:17][CH:10]1[CH2:11][CH2:12][CH:13]2[C:18]([NH:23][N:22]([CH3:21])[C:24]([O:26][C:27]([CH3:30])([CH3:29])[CH3:28])=[O:25])=[O:20])[C:2]1[CH:3]=[CH:4][CH:5]=[CH:6][CH:7]=1 |f:2.3,4.5|. Procedure: To a solution of (2SR,5RS)-6-(benzyloxy)-7-oxo-1,6-diazabicyclo[3.2.1]octane-2-carboxylic acid (400 mg, 1.45 mmol) and tert-butyl 1-methylhydrazinecarboxylate (232 mg) in tetrahydrofuran (14 mL) were added triethylamine (972 μL) and 2-chloro-1-methylpyridin-1-ium iodide (554 mg), followed by stirring at room temperature overnight. To the reaction solution was added saturated sodium bicarbonate aqueous solution, followed by extracting with chloroform. The organic layer was dried over sodium sulfa... Starting materials: COc1ccc(N2CCOCC2)cc1NC(=S)NC(=O)c1ccccc1, C[O-], CO, [Na+]. The product is COc1ccc(N2CCOCC2)cc1NC(N)=S. Reaction SMILES: [C:1](=[O:2])([c:3]1[cH:4][cH:5][cH:6][cH:7][cH:8]1)[NH:9][C:10](=[S:11])[NH:12][c:13]1[c:14]([O:25][CH3:26])[cH:15][cH:16][c:17]([N:19]2[CH2:20][CH2:21][O:22][CH2:23][CH2:24]2)[cH:18]1.[CH3:27][O-:28].[CH3:30][OH:31].[Na+:29]>>[NH2:9][C:10](=[S:11])[NH:12][c:13]1[c:14]([O:25][CH3:26])[cH:15][cH:16][c:17]([N:19]2[CH2:20][CH2:21][O:22][CH2:23][CH2:24]2)[cH:18]1. The reactants are N#N (N2), C(C)(=O)OCC (ethyl acetate), C1(CCCCC1)NC1CCCCC1 (dicyclohexylamine), C(C)(=O)O (acetic acid), N#N (N2), C(CCC)[Li] (n-butyllithium), ClC(=O)CCCC(=O)OC (methyl 4-(chloroformyl)butyrate). Run in O1CCCC1 (THF), O1CCCC1 (THF), O1CCCC1 (tetrahydrofuran), O1CCCC1 (THF). Run at temperature -78 celsius, time 15 minute. Yields the product O=C(CC(=O)OCC)CCCC(=O)OC (O1 -Ethyl O7 -Methyl 3-Oxoheptanedioate). Isolated yield 55.1%. Reaction SMILES: N#N.C([Li])CCC.C1(NC2CCCCC2)CCCCC1.[C:21]([O:24][CH2:25][CH3:26])(=[O:23])[CH3:22].Cl[C:28]([CH2:30][CH2:31][CH2:32][C:33]([O:35][CH3:36])=[O:34])=[O:29].C(O)(=O)C>O1CCCC1>[O:29]=[C:28]([CH2:30][CH2:31][CH2:32][C:33]([O:35][CH3:36])=[O:34])[CH2:22][C:21]([O:24][CH2:25][CH3:26])=[O:23]. Procedure details: A five liter round bottom flask was fitted with a mechanical stirrer, thermometer and a one liter additional funnel. The addition funnel was in turn fitted with a septum into which was introduced a N2 line, an equalizing line and a liquid reagent inlet line. The equalizing line was further connected with tubing to a straight vacuum adapter and this adapter was fitted between the addition funnel and the flask. The flask was charged with N2 and then with 976 ml. (2.05 moles=2.25 equiv.) n-butyllit... Reactants: C(C)(C)(C)OC(COC1=C(C=C(C=C1)F)Br)=O ((2-bromo-4-fluoro-phenoxy)-acetic acid-t-butyl ester), C(=O)([O-])[O-].[Na+].[Na+] (Na2CO3), C(C)C1=C(C=CC=C1)B(O)O (2-ethylphenylboronic acid), Pd[PPh3]4. Run in COCCOC (DME). The product is C(C)C1=C(C=CC=C1)C1=C(C=CC(=C1)F)OCC(=O)O ((2′-ethyl-5-fluoro-biphenyl-2-yloxy)-acetic acid). The yield is 69.6%. As a reaction SMILES: C([O:5][C:6](=[O:17])[CH2:7][O:8][C:9]1[CH:14]=[CH:13][C:12]([F:15])=[CH:11][C:10]=1Br)(C)(C)C.C([O-])([O-])=O.[Na+].[Na+].[CH2:24]([C:26]1[CH:31]=[CH:30][CH:29]=[CH:28][C:27]=1B(O)O)[CH3:25]>COCCOC>[CH2:24]([C:26]1[CH:31]=[CH:30][CH:29]=[CH:28][C:27]=1[C:10]1[CH:11]=[C:12]([F:15])[CH:13]=[CH:14][C:9]=1[O:8][CH2:7][C:6]([OH:5])=[O:17])[CH3:25] |f:1.2.3|. Procedure: A solution of (2-bromo-4-fluoro-phenoxy)-acetic acid-t-butyl ester (2.00 g, 6.55 mmol) in DME (16 ml)/2M Na2CO3 (11.46 ml, 22.93 mmol) was treated with 2-ethylphenylboronic acid (1.96 g, 13.10 mmol), and Pd[PPh3]4 (757 mg, 0.655 mmol) in a microwave oven at 150° C. for 10 min. The reaction mixture was partitioned between water and ethyl acetate. The organic layer was washed with brine, dried over sodium sulfate, filtered, and concentrated. The crude was absorbed on silica and purified on a silic... Starting materials: [I-].C[N+](C)(C)CCC(=O)C1=CC(=C(C(=C1)OC)OC)OC (3-(N,N,N-trimethylammonio)-1-(3,4,5-trimethoxyphenyl)propan-1-one iodide), C(C)(=O)OCC (ethyl acetate), O (water). Run at time 2.5 hour. Yields the product COC=1C=C(C=C(C1OC)OC)C=CC(=O)C=CC1=CC(=C(C(=C1)OC)OC)OC (3,4,5-trimethoxyphenylvinyl ketone). RXN SMILES: [I-].C[N+]([CH2:6][CH2:7][C:8]([C:10]1[CH:15]=[C:14]([O:16][CH3:17])[C:13]([O:18][CH3:19])=[C:12]([O:20][CH3:21])[CH:11]=1)=O)(C)C.[C:22]([O:25][CH2:26][CH3:27])(=O)C.[OH2:28]>>[CH3:21][O:20][C:12]1[CH:11]=[C:10]([CH:8]=[CH:7][C:6]([CH:7]=[CH:8][C:10]2[CH:27]=[C:26]([O:25][CH3:22])[C:13]([O:18][CH3:19])=[C:14]([O:16][CH3:17])[CH:15]=2)=[O:28])[CH:15]=[C:14]([O:16][CH3:17])[C:13]=1[O:18][CH3:19] |f:0.1|. Reported procedure: 3-(N,N,N-trimethylammonio)-1-(3,4,5-trimethoxyphenyl)propan-1-one iodide (355.9 g, 0.87 mole) was suspended in a mixture of water (3.56 L) and of ethyl acetate (2.54 L) and refluxed with rapid stirring for 2-3 hours. The mixture was cooled and the pale yellow organic layer was removed. Fresh ethyl acetate (2 L) was added and the mixture was refluxed for 1 hour, and the process was repeated once again. The organic layers were combined, washed with brine, dried over anhydrous MgSO4, and evaporated... The reactants are C([O-])(O)=O.[Na+] (sodium bicarbonate), C(CCC)C1=C(C(CC1)=NO)C1=CC(=C(C=C1)OC)F (3-butyl-2-(3-fluoro-4-methoxyphenyl)-2-cyclopenten-1-one oxime), B(Br)(Br)Br (boron tribromide). Run in ClCCl (dichloromethane), CCCCCC (hexane). Run at time 2 hour. Yields the product C(CCC)C1=C(C(CC1)=NO)C1=CC(=C(C=C1)O)F (3-butyl-2-(3-fluoro-4-hydroxyphenyl)-2-cyclopenten-1-one oxime). Yield: 57.9%. Reaction SMILES: [CH2:1]([C:5]1[CH2:9][CH2:8][C:7](=[N:10][OH:11])[C:6]=1[C:12]1[CH:17]=[CH:16][C:15]([O:18]C)=[C:14]([F:20])[CH:13]=1)[CH2:2][CH2:3][CH3:4].B(Br)(Br)Br.C(=O)(O)[O-].[Na+]>ClCCl.CCCCCC>[CH2:1]([C:5]1[CH2:9][CH2:8][C:7](=[N:10][OH:11])[C:6]=1[C:12]1[CH:17]=[CH:16][C:15]([OH:18])=[C:14]([F:20])[CH:13]=1)[CH2:2][CH2:3][CH3:4] |f:2.3|. Procedure details: To a stirred solution of 20 mg 3-butyl-2-(3-fluoro-4-methoxyphenyl)-2-cyclopenten-1-one oxime (Example 40) in 5 ml dichloromethane, was added 0.5 ml 1.0 M boron tribromide in hexane at 0° C. under inert atmosphere. The reaction mixture was stirred for 2 hours, poured into saturated aqueous sodium bicarbonate, and extracted with ethyl acetate. The organic layer was washed with brine, dried over anhydrous magnesium sulfate, and filtered. Then the filtrate was concentrated under reduced pressure an... The reactants are [Br-], CCOC(C)=O, COc1cc(C(C)=O)ccc1O. The product is COc1cc(C(=O)CBr)ccc1O. RXN SMILES: [Br-:1].[CH3:14][CH2:15][O:16][C:17](=[O:18])[CH3:19].[OH:2][c:3]1[c:4]([O:12][CH3:13])[cH:5][c:6]([C:9]([CH3:10])=[O:11])[cH:7][cH:8]1>>[Br:1][CH2:10][C:9]([c:6]1[cH:5][c:4]([O:12][CH3:13])[c:3]([OH:2])[cH:8][cH:7]1)=[O:11]. Procedure details: 1-(Bromomethyl)-4-methoxybenzene (510 mg, 2.53 mmol) was added in a single charge to a stirred suspension of 5-bromo-2-hydroxybenzoic acid (250 mg, 1.15 mmol) and potassium carbonate (318 mg, 2.30 mmol) in acetone (40 ml) over 1 min under nitrogen. The reaction mixture was stirred at 55° C. for 16 h. The organic phase was evaporated and the residue was washed with water (25 ml), extracted with ethyl acetate (3×30 ml) and evaporated in vacuo to yield the title compound as a light yellow solid. 40... The reactants are BrC=1C=CC(=C(C(=O)O)C1)O (5-bromo-2-hydroxybenzoic acid), C([O-])([O-])=O.[K+].[K+] (potassium carbonate), BrCC1=CC=C(C=C1)OC (1-(Bromomethyl)-4-methoxybenzene). Run at temperature 55 celsius, time 16 hour. As a reaction SMILES: Br[CH2:2][C:3]1[CH:8]=[CH:7][C:6]([O:9][CH3:10])=[CH:5][CH:4]=1.[Br:11][C:12]1[CH:13]=[CH:14][C:15]([OH:21])=[C:16]([CH:20]=1)[C:17]([OH:19])=[O:18].[C:22](=[O:25])([O-])[O-].[K+].[K+]>CC(C)=O>[Br:11][C:12]1[CH:13]=[CH:14][C:15]([O:21][CH2:2][C:3]2[CH:8]=[CH:7][C:6]([O:25][CH3:22])=[CH:5][CH:4]=2)=[C:16]([CH:20]=1)[C:17]([O:19][CH2:2][C:3]1[CH:8]=[CH:7][C:6]([O:9][CH3:10])=[CH:5][CH:4]=1)=[O:18] |f:2.3.4|. Yields the product BrC=1C=CC(=C(C(=O)OCC2=CC=C(C=C2)OC)C1)OCC1=CC=C(C=C1)OC ([4-(Methyloxy)phenyl]methyl 5-bromo-2-({[4-(methyloxy)phenyl]methyl}oxy)benzoate). Solvent: CC(=O)C (acetone). Reactants: BrCCBr, O=C([O-])[O-], COc1cc2c(c(C)c1C)NCC1(CCC1)C2, [Cs+], [Cs+], CN(C)C=O, O. Product: COc1cc2c(c(C)c1C)N(CCBr)CC1(CCC1)C2. Reaction SMILES: [Br:18][CH2:19][CH2:20][Br:21].[C:22](=[O:23])([O-:24])[O-:25].[CH3:1][O:2][c:3]1[cH:4][c:5]2[c:13]([c:14]([CH3:17])[c:15]1[CH3:16])[NH:12][CH2:11][C:7]1([CH2:6]2)[CH2:8][CH2:9][CH2:10]1.[Cs+:26].[Cs+:27].[O:29]=[CH:30][N:31]([CH3:32])[CH3:33].[OH2:28]>>[CH3:1][O:2][c:3]1[cH:4][c:5]2[c:13]([c:14]([CH3:17])[c:15]1[CH3:16])[N:12]([CH2:20][CH2:19][Br:18])[CH2:11][C:7]1([CH2:6]2)[CH2:8][CH2:9][CH2:10]1.